This data is from the Open Reaction Database (ORD), a public repository of structured organic reaction records. The task is: describe an organic reaction: reactants, conditions, products, and yield The reactants are BrCC(=O)OC(C)(C)C (t-butyl bromoacetate), ClC=1C=C(C=CC1)CN1C2=CC=CC(=C2C=2C(=CC=CC12)O)C(N)=O (9-[(3-chlorophenyl)methyl]-4-hydroxy-5-carbamoyl carbazole), resultant mixture. Run in C(C)(=O)OCC (ethyl acetate), CN(C)C=O (DMF). Conditions: time 3 minute. The product is ClC=1C=C(C=CC1)CN1C2=CC=CC(=C2C=2C(=CC=CC12)OCC(=O)OC(C)(C)C)C(N)=O ({9-[(3-chlorophenyl)methyl]-5-carbamoylcarbazol-4-yl}oxyacetic acid, tert-butyl ester). Yield: 95.7%. As a reaction SMILES: [Cl:1][C:2]1[CH:3]=[C:4]([CH2:8][N:9]2[C:21]3[CH:20]=[CH:19][CH:18]=[C:17]([OH:22])[C:16]=3[C:15]3[C:10]2=[CH:11][CH:12]=[CH:13][C:14]=3[C:23](=[O:25])[NH2:24])[CH:5]=[CH:6][CH:7]=1.Br[CH2:27][C:28]([O:30][C:31]([CH3:34])([CH3:33])[CH3:32])=[O:29]>CN(C=O)C.C(OCC)(=O)C>[Cl:1][C:2]1[CH:3]=[C:4]([CH2:8][N:9]2[C:21]3[CH:20]=[CH:19][CH:18]=[C:17]([O:22][CH2:27][C:28]([O:30][C:31]([CH3:34])([CH3:33])[CH3:32])=[O:29])[C:16]=3[C:15]3[C:10]2=[CH:11][CH:12]=[CH:13][C:14]=3[C:23](=[O:25])[NH2:24])[CH:5]=[CH:6][CH:7]=1. Procedure details: 40% Methanolic Triton B (0.053 mL, 0.12 mM) was added to a solution of the 9-[(3-chlorophenyl)methyl]-4-hydroxy-5-carbamoyl carbazole (33.2 mg, 0.12 mM) in 2 mL DMF at room temperature. After 3 minutes, t-butyl bromoacetate (53.8 mg, 0.27 mM) was added and the resultant mixture stirred at room temperature for 20 h. The mixture was diluted with ethyl acetate, washed four times with H2O, once with saturated brine, dried over magnesium sulfate, filtered, and concentrated. The residue was purified b...